This data is from the Open Reaction Database (ORD), a public repository of structured organic reaction records. The task is: describe an organic reaction: reactants, conditions, products, and yield The reactants are C(=O)(O)[O-].[Na+] (NaHCO3), S(=O)(=O)(C1=CC=C(C)C=C1)Cl (Tosyl chloride), FC1(NC=CC=C1)C(=O)O (2-fluoro-picolinic acid), N1=CC=CC=C1 (pyridine). Solvent: CC(C)(C)O (t-BuOH). Reaction conditions: time 12 hour. Product: FC1=CC=CC(=N1)C(=O)OC(C)(C)C (tert-butyl 6-fluoropicolinate). As a reaction SMILES: S(Cl)(C1C=[CH:9][C:7]([CH3:8])=[CH:6]C=1)(=O)=O.[F:12][C:13]1(C(O)=O)[CH:18]=[CH:17][CH:16]=[CH:15][NH:14]1.N1C=CC=CC=1.[C:28]([O-:31])(O)=[O:29].[Na+]>CC(O)(C)C>[F:12][C:13]1[N:14]=[C:15]([C:28]([O:31][C:7]([CH3:9])([CH3:8])[CH3:6])=[O:29])[CH:16]=[CH:17][CH:18]=1 |f:3.4|. Reported procedure: Tosyl chloride (915 mg, 4.8 mmol) was added to a solution of 2-fluoro-picolinic acid (254 mg, 2 mmol) and pyridine (1.08 mL, 13.4 mmol) in 3.6 mL of t-BuOH at 0° C. The reaction was then stirred at room temperature for 12 hours. An aqueous solution of NaHCO3 was then added and the mixture was extracted with ethyl acetate (3 times). The combined organic phases were washed with brine and dried over Na2SO4. The crude compound was purified by flash chromatography using SiO2 (Petroleum Ether/EtOAc 10... Reactants: BrC1=CSC2=C1N=C(N=C2N)Cl (7-Bromo-2-chlorothieno[3,2-d]pyrimidin-4-amine), Pd2(PPh3)Cl2, CC(C)C1=CC(=C(C(=C1)C(C)C)C2=CC=CC=C2P(C(C)(C)C)C(C)(C)C)C(C)C (t-Butyl Xphos), C([O-])([O-])=O.[Na+].[Na+] (sodium carbonate), [N+](=O)([O-])C=1C=C(C=CC1)B(O)O (3-nitrophenylboronic acid). Solvent: O1CCOCC1 (dioxane). Conditions: temperature 90 celsius, time 6 hour. The product is ClC=1N=C(C2=C(N1)C(=CS2)C2=CC(=CC=C2)[N+](=O)[O-])N (2-chloro-7-(3-nitrophenyl)thieno[3,2-d]pyrimidin-4-amine). Yield: 72.1%. Reaction SMILES: Br[C:2]1[C:6]2[N:7]=[C:8]([Cl:12])[N:9]=[C:10]([NH2:11])[C:5]=2[S:4][CH:3]=1.C(=O)([O-])[O-].[Na+].[Na+].[N+:19]([C:22]1[CH:23]=[C:24](B(O)O)[CH:25]=[CH:26][CH:27]=1)([O-:21])=[O:20].CC(C1C=C(C(C)C)C(C2C(P(C(C)(C)C)C(C)(C)C)=CC=CC=2)=C(C(C)C)C=1)C>O1CCOCC1>[Cl:12][C:8]1[N:9]=[C:10]([NH2:11])[C:5]2[S:4][CH:3]=[C:2]([C:26]3[CH:25]=[CH:24][CH:23]=[C:22]([N+:19]([O-:21])=[O:20])[CH:27]=3)[C:6]=2[N:7]=1 |f:1.2.3|. Procedure: 7-Bromo-2-chlorothieno[3,2-d]pyrimidin-4-amine (500 mg, 1.90 mmol) was dissolved in dioxane (10 mL) and then 2.0 N sodium carbonate (2.85 mL, 5.70 mmol) and 3-nitrophenylboronic acid (320 mg, 1.90 mmol) were added. After flowing nitrogen to the mixture solution for 10 minutes, Pd2(PPh3)Cl2 (80 mg, 0.11 mmol) and t-Butyl Xphos (73 mg, 0.17 mmol) were added. The reaction mixture solution was stirred at 90° C. for 6 hours, filtered with celite, and washed with ethyl acetate. The aqueous layer was s...